Task: describe an organic reaction: reactants, conditions, products, and yield. Dataset: the Open Reaction Database (ORD), a public repository of structured organic reaction records The reactants are C(C)OP(OCC)(=O)C1OC(CC1)CBr ((5-Bromomethyl-tetrahydro-furan-2-yl)-phosphonic acid diethyl ester), C([O-])([O-])=O.[Cs+].[Cs+] (cesium carbonate), NC1=NC(=C2NC=NC2=N1)Cl (2-amino-6-chloropurine). Solvent: CN(C)C=O (DMF), CN(C)C=O (DMF). Run at temperature 100 celsius, time 3 hour. The product is C(C)OP(OCC)(=O)C1OC(CC1)CN1C=NC2=NC(=NC(=C12)Cl)N ([5-(2-Amino-6-chloro-purin-7-ylmethyl)-tetrahydro-furan-2-yl]-phosphonic acid diethyl ester). Isolated yield 6.0%. As a reaction SMILES: [CH2:1]([O:3][P:4]([CH:9]1[CH2:13][CH2:12][CH:11]([CH2:14]Br)[O:10]1)(=[O:8])[O:5][CH2:6][CH3:7])[CH3:2].C(=O)([O-])[O-].[Cs+].[Cs+].[NH2:22][C:23]1[N:31]=[C:30]2[C:26]([NH:27][CH:28]=[N:29]2)=[C:25]([Cl:32])[N:24]=1>CN(C=O)C>[CH2:1]([O:3][P:4]([CH:9]1[CH2:13][CH2:12][CH:11]([CH2:14][N:27]2[C:26]3[C:30](=[N:31][C:23]([NH2:22])=[N:24][C:25]=3[Cl:32])[N:29]=[CH:28]2)[O:10]1)(=[O:8])[O:5][CH2:6][CH3:7])[CH3:2] |f:1.2.3|. Reported procedure: A solution of (5-Bromomethyl-tetrahydro-furan-2-yl)-phosphonic acid diethyl ester (1.0, 3.32 mmol) in DMF (7mL) was transferred via cannula to a solution of cesium carbonate (1.31 g, 4.98 mmol) and 2-amino-6-chloropurine (845 mg, 4.98 mmol) in DMF (7 mL) which had been previously heated at 100° C. for 0.5 hour . The reaction mixture was stirred at 100° C. for 3 hrs. The reaction mixture was then concentrated and chromatographed, eluting with 8% methanol/dichloromethane to give [5-(2-Amino-6-chlo... The reactants are CC(=O)O[BH-](OC(C)=O)OC(C)=O, Cc1ccccc1, CCOC(C)=O, O=Cc1ccc(C(=O)OCc2ccccc2)cc1, Cl, COC(=O)c1ccc(CN)cc1, [Na+]. Reaction SMILES: [C:32]([O:33][BH-:34]([O:35][C:36](=[O:37])[CH3:38])[O:39][C:40](=[O:41])[CH3:42])(=[O:43])[CH3:44].[CH3:46][c:47]1[cH:48][cH:49][cH:50][cH:51][cH:52]1.[CH3:53][CH2:54][O:55][C:56](=[O:57])[CH3:58].[CH:1](=[O:2])[c:3]1[cH:4][cH:5][c:6]([C:7](=[O:8])[O:9][CH2:10][c:11]2[cH:12][cH:13][cH:14][cH:15][cH:16]2)[cH:17][cH:18]1.[ClH:19].[NH2:20][CH2:21][c:22]1[cH:23][cH:24][c:25]([C:26](=[O:27])[O:28][CH3:29])[cH:30][cH:31]1.[Na+:45]>>[CH2:1]([c:3]1[cH:4][cH:5][c:6]([C:7](=[O:8])[O:9][CH2:10][c:11]2[cH:12][cH:13][cH:14][cH:15][cH:16]2)[cH:17][cH:18]1)[NH:20][CH2:21][c:22]1[cH:23][cH:24][c:25]([C:26](=[O:27])[O:28][CH3:29])[cH:30][cH:31]1. The product is COC(=O)c1ccc(CNCc2ccc(C(=O)OCc3ccccc3)cc2)cc1.